Dataset: the Open Reaction Database (ORD), a public repository of structured organic reaction records. Task: describe an organic reaction: reactants, conditions, products, and yield As a reaction SMILES: N[C:2]1[CH:3]=[C:4]([CH:8]=[C:9]([N+:11]([O-:13])=[O:12])[CH:10]=1)[C:5]([OH:7])=[O:6].[BrH:14].N([O-])=O.[Na+].[Br-]>O.C(OCC)C>[Br:14][C:2]1[CH:3]=[C:4]([CH:8]=[C:9]([N+:11]([O-:13])=[O:12])[CH:10]=1)[C:5]([OH:7])=[O:6] |f:2.3|. Solvent: C(C)OCC (diethylether), O (water). Run at temperature 70 celsius. The reactants are [Br-] (bromide), Br (HBr), NC=1C=C(C(=O)O)C=C(C1)[N+](=O)[O-] (3-amino-5-nitro-benzoic acid), Br (HBr), N(=O)[O-].[Na+] (sodium nitrit). Procedure: To the solution of 7.92 g (43 mmol) 3-amino-5-nitro-benzoic acid in 4 ml water in an ice bath 48.8 ml (434 mmol, 10 eq) of aq 48% HBr are added. A saturated aqueous solution of 4.05 g (59 mmol, 1.35 eq) sodium nitrit is added over 10 min. The obtained solution is added to the solution of 9.36 g (65 mmol, 1.5 eq) cupper bromide in 48.8 ml (434 mmol, 10 eq) of aq 48% HBr at 70° C. The mixture is heated for 45 min at 70° C. After cooling to rt diethylether is added and the organic layer is washed w... Yields the product BrC=1C=C(C(=O)O)C=C(C1)[N+](=O)[O-] (3-Bromo-5-nitro-benzoic acid). The reactants are CCN=C=NCCCN(C)C, COc1cccc(N)c1, CN(C)c1ccncc1, CN(C)C=O, O=C(O)Cn1cc(-c2ccnc3[nH]ccc23)c(-c2ccc(NC(=O)Nc3ccccc3)cc2)n1. Product: COc1cccc(NC(=O)Cn2cc(-c3ccnc4[nH]ccc34)c(-c3ccc(NC(=O)Nc4ccccc4)cc3)n2)c1. As a reaction SMILES: [CH2:35]([N:36]=[C:37]=[N:38][CH2:39][CH2:40][CH2:41][N:42]([CH3:43])[CH3:44])[CH3:45].[CH3:46][O:47][c:48]1[cH:49][c:50]([NH2:54])[cH:51][cH:52][cH:53]1.[CH3:55][N:56]([CH3:57])[c:58]1[cH:59][cH:60][n:61][cH:62][cH:63]1.[CH3:64][N:65]([CH3:66])[CH:67]=[O:68].[c:1]1([NH:7][C:8](=[O:9])[NH:10][c:11]2[cH:12][cH:13][c:14](-[c:17]3[n:18][n:19]([CH2:31][C:32](=[O:33])[OH:34])[cH:20][c:21]3-[c:22]3[c:23]4[c:24]([n:25][cH:26][cH:27]3)[nH:28][cH:29][cH:30]4)[cH:15][cH:16]2)[cH:2][cH:3][cH:4][cH:5][cH:6]1>>[c:1]1([NH:7][C:8](=[O:9])[NH:10][c:11]2[cH:12][cH:13][c:14](-[c:17]3[n:18][n:19]([CH2:31][C:32](=[O:33])[NH:54][c:50]4[cH:49][c:48]([O:47][CH3:46])[cH:53][cH:52][cH:51]4)[cH:20][c:21]3-[c:22]3[c:23]4[c:24]([n:25][cH:26][cH:27]3)[nH:28][cH:29][cH:30]4)[cH:15][cH:16]2)[cH:2][cH:3][cH:4][cH:5][cH:6]1.